Dataset: the Open Reaction Database (ORD), a public repository of structured organic reaction records. Task: describe an organic reaction: reactants, conditions, products, and yield The reactants are C([O-])(O)=O.[Na+] (sodium bicarbonate), C(CCC)N1/C(/SC(=C1)C(C)(C)C)=N/C(=S)C1=C(C=CC(=C1)Cl)OC (N-[(2Z)-3-butyl-5-tert-butyl-1,3-thiazol-2(3H)-ylidene]-5-chloro-2-methoxybenzenecarbothioamide), B(Br)(Br)Br (BBr3). Solvent: C(Cl)Cl (CH2Cl2), C(Cl)Cl (CH2Cl2). The product is C(C)(C)(C)C1=CN(/C(/S1)=N/C(C1=C(C=CC(=C1)Cl)O)=S)CCCC ((Z)-N-(5-tert-butyl-3-butylthiazol-2(3H)-ylidene)-5-chloro-2-hydroxybenzothioamide). As a reaction SMILES: [CH2:1]([N:5]1[CH:9]=[C:8]([C:10]([CH3:13])([CH3:12])[CH3:11])[S:7]/[C:6]/1=[N:14]\[C:15]([C:17]1[CH:22]=[C:21]([Cl:23])[CH:20]=[CH:19][C:18]=1[O:24]C)=[S:16])[CH2:2][CH2:3][CH3:4].B(Br)(Br)Br.C(=O)(O)[O-].[Na+]>C(Cl)Cl>[C:10]([C:8]1[S:7]/[C:6](=[N:14]\[C:15](=[S:16])[C:17]2[CH:22]=[C:21]([Cl:23])[CH:20]=[CH:19][C:18]=2[OH:24])/[N:5]([CH2:1][CH2:2][CH2:3][CH3:4])[CH:9]=1)([CH3:13])([CH3:12])[CH3:11] |f:2.3|. Procedure: To a solution of Example 6C (212 mg, 0.534 mmol) in CH2Cl2 (20 mL) at 0° C. was added IM BBr3 in CH2Cl2 (1.6 mL, 1.6 mmol) and the reaction was allowed to warm to room temperature for 3 h. Saturated sodium bicarbonate was added, and the organic layer was separated, washed with brine, dried with anhydrous MgSO4 and concentrated under reduced pressure to provide quantitatively of the title compound. 1H NMR (300 MHz-DMSO-d6) δ: 0.95 (t, J=7 Hz, 4H), 1.37 (s+m, 11H), 1.82 (m, 2H), 4.30 (t, J=7 Hz, 2...